This data is from the Open Reaction Database (ORD), a public repository of structured organic reaction records. The task is: describe an organic reaction: reactants, conditions, products, and yield Starting materials: COC(=O)C=1SC=CC1NS(=O)(=O)C1=CC=C(C=C1)OC (3-(4-Methoxy-benzenesulfonylamino)-thiophene-2-carboxylic acid methyl ester), [H-].[Na+] (sodium hydride), O (water), C(C1=CC=CC=C1)Br (benzyl bromide). Solvent: CN(C)C=O (DMF). Conditions: time 30 minute. Product: COC(=O)C=1SC=CC1N(S(=O)(=O)C1=CC=C(C=C1)OC)CC1=CC=CC=C1 (3-[Benzyl-(4-methoxy-benzenesulfonyl)-amino]-thiophene-2-carboxylic acid methyl ester). Isolated yield 63.4%. Reaction SMILES: [CH3:1][O:2][C:3]([C:5]1[S:6][CH:7]=[CH:8][C:9]=1[NH:10][S:11]([C:14]1[CH:19]=[CH:18][C:17]([O:20][CH3:21])=[CH:16][CH:15]=1)(=[O:13])=[O:12])=[O:4].[H-].[Na+].[CH2:24](Br)[C:25]1[CH:30]=[CH:29][CH:28]=[CH:27][CH:26]=1.O>CN(C=O)C>[CH3:1][O:2][C:3]([C:5]1[S:6][CH:7]=[CH:8][C:9]=1[N:10]([CH2:24][C:25]1[CH:30]=[CH:29][CH:28]=[CH:27][CH:26]=1)[S:11]([C:14]1[CH:19]=[CH:18][C:17]([O:20][CH3:21])=[CH:16][CH:15]=1)(=[O:13])=[O:12])=[O:4] |f:1.2|. Reported procedure: To a solution of 2.0 g (6.116 mmol) of the product of Example 1 in 25 mL of DMF was added 0.257 g (6.422 mmol) of 60% sodium hydride. The resulting mixture was stirred for 30 min at room temperature and then 0.76 mL (6.422 mmol) of benzyl bromide was added. This reaction mixture was stirred overnight at room temperature, poured into water and then extracted with ether. The combined organics were washed with water and brine, dried over MgSO4, filtered and concentrated in vacuo. The residue was ch... Reactants: ClC=1C(=NC=C(C1)C(F)(F)F)C1=CC2=C(N(C(N2C)=O)C(C)C)C=C1 (5-(3-chloro-5-trifluoromethylpyridin-2-yl)-3-methyl-1-(1-methylethyl)benzimidazol-2-one), ClC=1C(=NC=C(C1)C(F)(F)F)C1=CC2=C(N(C(N2)=O)C(C)C)C=C1 (5-(3-chloro-5-trifluoromethyl-pyridin-2yl)-1-(1-methylethyl)benzimidazol-2-one), C(Br)C1CO1 (epibromohydrin). Yields the product ClC=1C(=NC=C(C1)C(F)(F)F)C1=CC2=C(N(C(N2CC2CO2)=O)C(C)C)C=C1 (5-(3-Chloro-5-trifluoromethylpyridin-2-yl)-3-(2,3-epoxypropyl)-1-(1-methylethyl)benzimidazol-2-one). Isolated yield 83.0%. Reaction SMILES: [Cl:1][C:2]1[C:3]([C:12]2[CH:25]=[CH:24][C:15]3[N:16]([CH:21]([CH3:23])[CH3:22])[C:17](=[O:20])[N:18]([CH3:19])[C:14]=3[CH:13]=2)=[N:4][CH:5]=[C:6]([C:8]([F:11])([F:10])[F:9])[CH:7]=1.ClC1C(C2C=CC3N(C(C)C)C(=O)NC=3C=2)=NC=C(C(F)(F)F)C=1.C([CH:52]1[O:54][CH2:53]1)Br>>[Cl:1][C:2]1[C:3]([C:12]2[CH:25]=[CH:24][C:15]3[N:16]([CH:21]([CH3:22])[CH3:23])[C:17](=[O:20])[N:18]([CH2:19][CH:53]4[O:54][CH2:52]4)[C:14]=3[CH:13]=2)=[N:4][CH:5]=[C:6]([C:8]([F:9])([F:10])[F:11])[CH:7]=1. Procedure: In a similar manner to the preparation of 5-(3-chloro-5-trifluoromethylpyridin-2-yl)-3-methyl-1-(1-methylethyl)benzimidazol-2-one described above, 2.5 g of 5-(3-chloro-5-trifluoromethyl-pyridin-2yl)-1-(1-methylethyl)benzimidazol-2-one and 1.0 g of epibromohydrin gave 2.4 g of colorless crystals. Yield: 83%; m.p.: 110-111° C. Reactants: C(C)(C)C1=C(C(=CC(=C1)C(C)C)C(C)C)S(=O)(=O)N/N=C(\C)/C(C)C ((E)-2,4,6-triisopropyl-N′-(3-methylbutan-2-ylidene)benzenesulfonohydrazide), 2,4,6-triisopropylbenzenesulfonyl hydrazide, C1(CC1)C(C)=O (1-cyclopropylethanone). Product: C1(CC1)\C(\C)=N\NS(=O)(=O)C1=C(C=C(C=C1C(C)C)C(C)C)C(C)C ((E)-N′-(1-cyclopropylethylidene)-2,4,6-triisopropylbenzenesulfonohydrazide), solid. The yield is 61.0%. RXN SMILES: C1(C(=O)C)CC1.[CH:7]([C:10]1[CH:15]=[C:14]([CH:16]([CH3:18])[CH3:17])[CH:13]=[C:12]([CH:19]([CH3:21])[CH3:20])[C:11]=1[S:22]([NH:25]/[N:26]=[C:27](/[CH:29]([CH3:31])[CH3:30])\[CH3:28])(=[O:24])=[O:23])([CH3:9])[CH3:8]>>[CH:29]1(/[C:27](=[N:26]/[NH:25][S:22]([C:11]2[C:12]([CH:19]([CH3:20])[CH3:21])=[CH:13][C:14]([CH:16]([CH3:18])[CH3:17])=[CH:15][C:10]=2[CH:7]([CH3:8])[CH3:9])(=[O:24])=[O:23])/[CH3:28])[CH2:31][CH2:30]1. Procedure details: The title compound was prepared from 2,4,6-triisopropylbenzenesulfonyl hydrazide (Aldrich, 20 g, 67.01 mmol) and 1-cyclopropylethanone (Aldrich, 6.28 mL, 67.01 mmol) following the procedure described for Intermediate 33. The desired product was obtained as a white solid (15 g, 61%). Starting materials: N(=[N+]=[N-])CC(=O)C1=C(C=C(C=C1)OC)F (2-azido-1-(2-fluoro-4-methoxyphenyl)ethanone), C1(=CC=CC=C1)P(C1=CC=CC=C1)C1=CC=CC=C1 (triphenylphosphine), C1(=CC=C(C=C1)S(=O)(=O)O)C (p-toluenesulfonic acid). The solvent is O1CCCC1 (tetrahydrofuran). Run at time 16 hour. The product is NCC(=O)C1=C(C=C(C=C1)OC)F (2-amino-1-(2-fluoro-4-methoxyphenyl)ethanone). RXN SMILES: [N:1]([CH2:4][C:5]([C:7]1[CH:12]=[CH:11][C:10]([O:13][CH3:14])=[CH:9][C:8]=1[F:15])=[O:6])=[N+]=[N-].C1(P(C2C=CC=CC=2)C2C=CC=CC=2)C=CC=CC=1.C1(C)C=CC(S(O)(=O)=O)=CC=1>O1CCCC1>[NH2:1][CH2:4][C:5]([C:7]1[CH:12]=[CH:11][C:10]([O:13][CH3:14])=[CH:9][C:8]=1[F:15])=[O:6]. Reported procedure: To a solution of 2-azido-1-(2-fluoro-4-methoxyphenyl)ethanone (4.80 g, 25.36 mmol) in 100 mL of tetrahydrofuran were added triphenylphosphine (6.65 g, 25.36 mmol) and p-toluenesulfonic acid (14.5 g, 76.11 mmol), followed by stirring at room temperature for 16 hrs. Starting materials: CCO, CCOC(=O)CCN(C)C(=O)c1ccc(NC(c2c(C)oc3cc(OC)ccc23)C2CCCCC2)cc1, [Na+], C1CCOC1, [OH-]. Product: COc1ccc2c(C(Nc3ccc(C(=O)N(C)CCC(=O)O)cc3)C3CCCCC3)c(C)oc2c1. As a reaction SMILES: [CH3:45][CH2:46][OH:47].[CH:1]1([CH:7]([c:8]2[c:9]([CH3:19])[o:10][c:11]3[c:12]2[cH:13][cH:14][c:15]([O:17][CH3:18])[cH:16]3)[NH:20][c:21]2[cH:22][cH:23][c:24]([C:27](=[O:28])[N:29]([CH2:30][CH2:31][C:32](=[O:33])[O:34][CH2:35][CH3:36])[CH3:37])[cH:25][cH:26]2)[CH2:2][CH2:3][CH2:4][CH2:5][CH2:6]1.[Na+:44].[O:38]1[CH2:39][CH2:40][CH2:41][CH2:42]1.[OH-:43]>>[CH:1]1([CH:7]([c:8]2[c:9]([CH3:19])[o:10][c:11]3[c:12]2[cH:13][cH:14][c:15]([O:17][CH3:18])[cH:16]3)[NH:20][c:21]2[cH:22][cH:23][c:24]([C:27](=[O:28])[N:29]([CH2:30][CH2:31][C:32](=[O:33])[OH:34])[CH3:37])[cH:25][cH:26]2)[CH2:2][CH2:3][CH2:4][CH2:5][CH2:6]1. Starting materials: FC(C1=CC=C(C=C1)C=1CCNCC1)(F)F (4-(4-Trifluoromethyl-phenyl)-1,2,3,6-tetrahydro-pyridine), COC(=O)C1CC2=CC=CC(=C2C1)S(=O)(=O)N1C2CN(CC1CCC2)C2=CC=C(C=C2)OC(F)(F)F (4-[3-(4-trifluoromethoxy-phenyl)-3,9-diaza-bicyclo[3.3.1]nonane-9-sulfonyl]-indan-2-carboxylic acid methyl ester), [Li+].[OH-] (LiOH), O1CCCC1 (tetrahydrofuran). Run in CO (methanol). Reaction conditions: time 3 hour. Yields the product FC(OC1=CC=C(C=C1)N1CC2CCCC(C1)N2S(=O)(=O)C2=C1CC(CC1=CC=C2)C(=O)O)(F)F (4-[3-(4-trifluoromethoxy-phenyl)-3,9-diaza-bicyclo [3.3.1]nonane-9-sulfonyl]-indan-2-carboxylic acid). RXN SMILES: C[O:2][C:3]([CH:5]1[CH2:13][C:12]2[C:7](=[CH:8][CH:9]=[CH:10][C:11]=2[S:14]([N:17]2[CH:22]3[CH2:23][CH2:24][CH2:25][CH:18]2[CH2:19][N:20]([C:26]2[CH:31]=[CH:30][C:29]([O:32][C:33]([F:36])([F:35])[F:34])=[CH:28][CH:27]=2)[CH2:21]3)(=[O:16])=[O:15])[CH2:6]1)=[O:4].[Li+].[OH-].O1CCCC1.FC(F)(F)C1C=CC(C2CCNCC=2)=CC=1>CO>[F:36][C:33]([F:34])([F:35])[O:32][C:29]1[CH:28]=[CH:27][C:26]([N:20]2[CH2:21][CH:22]3[N:17]([S:14]([C:11]4[CH:10]=[CH:9][CH:8]=[C:7]5[C:12]=4[CH2:13][CH:5]([C:3]([OH:4])=[O:2])[CH2:6]5)(=[O:16])=[O:15])[CH:18]([CH2:25][CH2:24][CH2:23]3)[CH2:19]2)=[CH:31][CH:30]=1 |f:1.2|. Procedure: A mixture of 4-[3-(4-trifluoromethoxy-phenyl)-3,9-diaza-bicyclo[3.3.1]nonane-9-sulfonyl]-indan-2-carboxylic acid methyl ester (13 mg, 0.025 mmol), 1N LiOH (2 mL), tetrahydrofuran (8 mL), and methanol (2 mL) was stirred at rt for 3 h. The reaction was poured into 1N HCl (40 mL) and extracted with ethyl acetate (40 mL×2). The combined organic extracts were dried, filtered, and concentrated to give 4-[3-(4-trifluoromethoxy-phenyl)-3,9-diaza-bicyclo [3.3.1]nonane-9-sulfonyl]-indan-2-carboxylic acid:...